This data is from the Open Reaction Database (ORD), a public repository of structured organic reaction records. The task is: describe an organic reaction: reactants, conditions, products, and yield Reported procedure: By following the procedure indicated in step (d) of Preparation II and replacing the N-isopropyl-3-hydroxy-3-phenylpiperidine hydrochloride with the N-tert.-butyl-3-hydroxy-3-phenylpiperidine hydrochloride, the N-tert.-butyl-3-phenyl-1,2,5,6-tetrahydropyridine hydrochloride was obtained. Starting materials: II, Cl.C(C)(C)N1CC(CCC1)(C1=CC=CC=C1)O (N-isopropyl-3-hydroxy-3-phenylpiperidine hydrochloride), Cl.C(C)(C)(C)N1CC(CCC1)(C1=CC=CC=C1)O (N-tert.-butyl-3-hydroxy-3-phenylpiperidine hydrochloride). As a reaction SMILES: [ClH:1].C(N1CCCC(O)(C2C=CC=CC=2)C1)(C)C.Cl.[C:19]([N:23]1[CH2:28][CH2:27][CH2:26][C:25](O)([C:29]2[CH:34]=[CH:33][CH:32]=[CH:31][CH:30]=2)[CH2:24]1)([CH3:22])([CH3:21])[CH3:20]>>[ClH:1].[C:19]([N:23]1[CH2:28][CH2:27][CH:26]=[C:25]([C:29]2[CH:34]=[CH:33][CH:32]=[CH:31][CH:30]=2)[CH2:24]1)([CH3:22])([CH3:20])[CH3:21] |f:0.1,2.3,4.5|. Product: Cl.C(C)(C)(C)N1CC(=CCC1)C1=CC=CC=C1 (N-tert.-butyl-3-phenyl-1,2,5,6-tetrahydropyridine hydrochloride). Starting materials: CC(C)(C)[Si](C)(C)Oc1ccc(CO)cc1, O=S(Cl)Cl. Product: CC(C)(C)[Si](C)(C)Oc1ccc(CCl)cc1. Reaction SMILES: [C:1]([CH3:2])([CH3:3])([CH3:4])[Si:5]([O:6][c:7]1[cH:8][cH:9][c:10]([CH2:11][OH:12])[cH:13][cH:14]1)([CH3:15])[CH3:16].[S:17]([Cl:18])([Cl:19])=[O:20]>>[C:1]([CH3:2])([CH3:3])([CH3:4])[Si:5]([O:6][c:7]1[cH:8][cH:9][c:10]([CH2:11][Cl:19])[cH:13][cH:14]1)([CH3:15])[CH3:16]. Starting materials: CCCCP(CCCC)CCCC, Cc1ccccc1, O=C(N=NC(=O)N1CCCCC1)N1CCCCC1, O=C1SC(Cc2ccc(O)cc2)C(=O)N1C(c1ccccc1)(c1ccccc1)c1ccccc1, COc1ccc2nc(CO)n(C)c2n1. Product: COc1ccc2nc(COc3ccc(CC4SC(=O)N(C(c5ccccc5)(c5ccccc5)c5ccccc5)C4=O)cc3)n(C)c2n1. As a reaction SMILES: [CH2:49]([P:50]([CH2:51][CH2:52][CH2:53][CH3:54])[CH2:55][CH2:56][CH2:57][CH3:58])[CH2:59][CH2:60][CH3:61].[CH3:80][c:81]1[cH:82][cH:83][cH:84][cH:85][cH:86]1.[N:62]([C:63]([N:64]1[CH2:65][CH2:66][CH2:67][CH2:68][CH2:69]1)=[O:70])=[N:71][C:72]([N:73]1[CH2:74][CH2:75][CH2:76][CH2:77][CH2:78]1)=[O:79].[OH:15][c:16]1[cH:17][cH:18][c:19]([CH2:20][CH:21]2[C:22](=[O:46])[N:23]([C:27]([c:28]3[cH:29][cH:30][cH:31][cH:32][cH:33]3)([c:34]3[cH:35][cH:36][cH:37][cH:38][cH:39]3)[c:40]3[cH:41][cH:42][cH:43][cH:44][cH:45]3)[C:24](=[O:26])[S:25]2)[cH:47][cH:48]1.[OH:1][CH2:2][c:3]1[n:4]([CH3:14])[c:5]2[n:6][c:7]([O:12][CH3:13])[cH:8][cH:9][c:10]2[n:11]1>>[O:1]([CH2:2][c:3]1[n:4]([CH3:14])[c:5]2[n:6][c:7]([O:12][CH3:13])[cH:8][cH:9][c:10]2[n:11]1)[c:16]1[cH:17][cH:18][c:19]([CH2:20][CH:21]2[C:22](=[O:46])[N:23]([C:27]([c:28]3[cH:29][cH:30][cH:31][cH:32][cH:33]3)([c:34]3[cH:35][cH:36][cH:37][cH:38][cH:39]3)[c:40]3[cH:41][cH:42][cH:43][cH:44][cH:45]3)[C:24](=[O:26])[S:25]2)[cH:47][cH:48]1. The reactants are [Br-].[Br-].C(COCCOCCOCCOCCO)O (pentaethylene glycol dibromide), C1(C=2C(C(N1)=O)=CC=CC2)=O (phthalimide), [OH-].[K+] (potassium hydroxide). The solvent is C(C)O (ethanol). Yields the product C1(C=2C(C(N1)=O)=CC=CC2)=O.C2(C=1C(C(N2)=O)=CC=CC1)=O.C(COCCOCCOCCOCCO)O (pentaethyleneglycol diphthalimide). Reaction SMILES: [Br-].[Br-].[CH2:3]([OH:18])[CH2:4][O:5][CH2:6][CH2:7][O:8][CH2:9][CH2:10][O:11][CH2:12][CH2:13][O:14][CH2:15][CH2:16][OH:17].[C:19]1(=[O:29])[NH:23][C:22](=[O:24])[C:21]2=[CH:25][CH:26]=[CH:27][CH:28]=[C:20]12.[OH-].[K+]>C(O)C>[C:19]1(=[O:29])[NH:23][C:22](=[O:24])[C:21]2=[CH:25][CH:26]=[CH:27][CH:28]=[C:20]12.[C:19]1(=[O:29])[NH:23][C:22](=[O:24])[C:21]2=[CH:25][CH:26]=[CH:27][CH:28]=[C:20]12.[CH2:16]([OH:17])[CH2:15][O:14][CH2:13][CH2:12][O:11][CH2:10][CH2:9][O:8][CH2:7][CH2:6][O:5][CH2:4][CH2:3][OH:18] |f:0.1.2,4.5,7.8.9|. Reported procedure: In a manner similar to that described in Example 2B, treat the pentaethylene glycol dibromide with phthalimide and potassium hydroxide in ethanol. Isolate and purify the resultant product in a manner similar to that described to obtain pentaethyleneglycol diphthalimide. As a reaction SMILES: [Br:1][C:2]1[CH:3]=[C:4]([NH:8][C:9](=[O:20])[C:10]2[CH:15]=[CH:14][C:13](Cl)=[C:12]([N+:17]([O-:19])=[O:18])[CH:11]=2)[CH:5]=[CH:6][CH:7]=1.[NH2:21][C:22]1[CH:23]=[C:24]([SH:28])[CH:25]=[CH:26][CH:27]=1.C(=O)([O-])[O-].[Cs+].[Cs+].Cl>CN(C)C=O>[NH2:21][C:22]1[CH:23]=[C:24]([S:28][C:13]2[CH:14]=[CH:15][C:10]([C:9]([NH:8][C:4]3[CH:5]=[CH:6][CH:7]=[C:2]([Br:1])[CH:3]=3)=[O:20])=[CH:11][C:12]=2[N+:17]([O-:19])=[O:18])[CH:25]=[CH:26][CH:27]=1 |f:2.3.4|. Reported procedure: A solution of N-(3-Bromo-phenyl)-4-chloro-3-nitro-benzamide (from Example 26A) (2.13 g, 6.0 mmol), 3-aminothiophenol (0.75 g, 6.0 mmol) and cesium carbonate (4.0 g, 12.0 mmol) in N,N-dimethylformamide (20 mL) was heated to 95° C. for 3 hours. After cooling to room temperature the mixture was poured into ice water (100 mL) and the resultant solution adjusted to pH 6 with 1N aqueous hydrochloric acid. The solution was then extracted with ethyl acetate (3×50 mL), the combined extracts dried over so... Run in CN(C=O)C (N,N-dimethylformamide). The reactants are Cl (hydrochloric acid), ice water, resultant solution, BrC=1C=C(C=CC1)NC(C1=CC(=C(C=C1)Cl)[N+](=O)[O-])=O (N-(3-Bromo-phenyl)-4-chloro-3-nitro-benzamide), NC=1C=C(C=CC1)S (3-aminothiophenol), C([O-])([O-])=O.[Cs+].[Cs+] (cesium carbonate). Isolated yield 107.7%. Product: NC=1C=C(C=CC1)SC1=C(C=C(C(=O)NC2=CC(=CC=C2)Br)C=C1)[N+](=O)[O-] (4-(3-Amino-phenylsulfanyl)-N-(3-bromo-phenyl)-3-nitro-benzamide).